From a dataset of the Open Reaction Database (ORD), a public repository of structured organic reaction records. describe an organic reaction: reactants, conditions, products, and yield The reactants are CC(C)(C)[Si](C)(C)OCCn1cc2c(n1)CCc1c-2sc2ncnc(Nc3ccc(OCc4ccccn4)c(Cl)c3)c12, CCCC[N+](CCCC)(CCCC)CCCC, C1CCOC1, [F-]. Product: OCCn1cc2c(n1)CCc1c-2sc2ncnc(Nc3ccc(OCc4ccccn4)c(Cl)c3)c12. As a reaction SMILES: [C:1]([Si:2]([CH3:3])([CH3:4])[O:6][CH2:7][CH2:8][n:9]1[n:10][c:11]2[c:16]([cH:17]1)-[c:15]1[c:14]([c:20]3[c:19]([s:18]1)[n:24][cH:23][n:22][c:21]3[NH:25][c:26]1[cH:27][c:28]([Cl:40])[c:29]([O:32][CH2:33][c:34]3[n:35][cH:36][cH:37][cH:38][cH:39]3)[cH:30][cH:31]1)[CH2:13][CH2:12]2)([CH3:5])([CH3:41])[CH3:42].[CH2:44]([N+:45]([CH2:46][CH2:47][CH2:48][CH3:49])([CH2:50][CH2:51][CH2:52][CH3:53])[CH2:54][CH2:55][CH2:56][CH3:57])[CH2:58][CH2:59][CH3:60].[CH2:61]1[O:62][CH2:63][CH2:64][CH2:65]1.[F-:43]>>[OH:6][CH2:7][CH2:8][n:9]1[n:10][c:11]2[c:16]([cH:17]1)-[c:15]1[c:14]([c:20]3[c:19]([s:18]1)[n:24][cH:23][n:22][c:21]3[NH:25][c:26]1[cH:27][c:28]([Cl:40])[c:29]([O:32][CH2:33][c:34]3[n:35][cH:36][cH:37][cH:38][cH:39]3)[cH:30][cH:31]1)[CH2:13][CH2:12]2.